Dataset: the Open Reaction Database (ORD), a public repository of structured organic reaction records. Task: describe an organic reaction: reactants, conditions, products, and yield Starting materials: NC=1C(=CC(=NC1)Cl)C(C)O (1-(5-amino-2-chloropyridin-4-yl)ethanol), FC=1C=CC(=C(C1)C(C)=O)C (5′-fluoro-2′-methylacetophenone), [OH-].[K+] (potassium hydroxide), O1CCOCC1 (1,4-dioxane). The reagents and catalysts are C1=CC=C(C=C1)P(C2=CC=CC=C2)C3=CC=CC=C3.C1=CC=C(C=C1)P(C2=CC=CC=C2)C3=CC=CC=C3.C1=CC=C(C=C1)P(C2=CC=CC=C2)C3=CC=CC=C3.Cl[Ru]Cl (tris(triphenylphosphine)ruthenium(II) dichloride). Conditions: temperature 80 celsius. The product is ClC=1C=C2C(=CC(=NC2=CN1)C1=C(C=CC(=C1)F)C)C (6-chloro-2-(5-fluoro-2-methylphenyl)-4-methyl-1,7-naphthyridine). Isolated yield 36.3%. As a reaction SMILES: [NH2:1][C:2]1[C:3]([CH:9](O)[CH3:10])=[CH:4][C:5]([Cl:8])=[N:6][CH:7]=1.[F:12][C:13]1[CH:14]=[CH:15][C:16]([CH3:22])=[C:17]([C:19](=O)[CH3:20])[CH:18]=1.[OH-].[K+].O1CCOCC1>C1C=CC(P(C2C=CC=CC=2)C2C=CC=CC=2)=CC=1.C1C=CC(P(C2C=CC=CC=2)C2C=CC=CC=2)=CC=1.C1C=CC(P(C2C=CC=CC=2)C2C=CC=CC=2)=CC=1.Cl[Ru]Cl>[Cl:8][C:5]1[CH:4]=[C:3]2[C:2](=[CH:7][N:6]=1)[N:1]=[C:19]([C:17]1[CH:18]=[C:13]([F:12])[CH:14]=[CH:15][C:16]=1[CH3:22])[CH:20]=[C:9]2[CH3:10] |f:2.3,5.6.7.8|. Procedure details: A screw-top vial was charged with 1-(5-amino-2-chloropyridin-4-yl)ethanol (46.3 mg, 0.268 mmol), 5′-fluoro-2′-methylacetophenone (82.0 mg, 0.540 mmol), tris(triphenylphosphine)ruthenium(II) dichloride (13.0 mg, 0.013 mmol), potassium hydroxide (15 mg, 0.27 mmol), and 1,4-dioxane (1.5 mL, 19 mmol). The reaction vial was flushed with nitrogen gas, sealed with a teflon lined cap, and heated at 80° C. for 2 hours. The reaction mixture was then diluted in ethyl acetate, filtered through celite, washe...